Dataset: the Open Reaction Database (ORD), a public repository of structured organic reaction records. Task: describe an organic reaction: reactants, conditions, products, and yield The reactants are ClC(C(OC(C)C1=CC(=CC2=CN(N=C12)COCC[Si](C)(C)C)Cl)=N)(Cl)Cl ((±)-1-(5-Chloro-2-((2-(trimethylsilyl)ethoxy)methyl)-2H-indazol-7-yl)ethyl 2,2,2-trichloroacetimidate), OCC1(CCN(CC1)C(=O)OC(C)(C)C)C1=CC=CC=C1 (tert-butyl 4-(hydroxymethyl)-4-phenylpiperidine-1-carboxylate). The solvent is ClCCl.C1CCCCC1 (dichloromethane cyclohexane). Run at temperature 0 celsius, time 1 hour. The product is ClC1=CC2=CN(N=C2C(=C1)C(C)OCC1(CCN(CC1)C(=O)OC(C)(C)C)C1=CC=CC=C1)COCC[Si](C)(C)C ((±)-tert-Butyl 4-((1-(5-chloro-2-((2-(trimethylsilyl)ethoxy)methyl)-2H-indazol-7-yl)ethoxy)methyl)-4-phenylpiperidine-1-carboxylate). RXN SMILES: ClC(Cl)(Cl)C(=N)O[CH:5]([C:7]1[C:15]2[C:11](=[CH:12][N:13]([CH2:16][O:17][CH2:18][CH2:19][Si:20]([CH3:23])([CH3:22])[CH3:21])[N:14]=2)[CH:10]=[C:9]([Cl:24])[CH:8]=1)[CH3:6].[OH:28][CH2:29][C:30]1([C:43]2[CH:48]=[CH:47][CH:46]=[CH:45][CH:44]=2)[CH2:35][CH2:34][N:33]([C:36]([O:38][C:39]([CH3:42])([CH3:41])[CH3:40])=[O:37])[CH2:32][CH2:31]1>ClCCl.C1CCCCC1>[Cl:24][C:9]1[CH:8]=[C:7]([CH:5]([O:28][CH2:29][C:30]2([C:43]3[CH:44]=[CH:45][CH:46]=[CH:47][CH:48]=3)[CH2:35][CH2:34][N:33]([C:36]([O:38][C:39]([CH3:41])([CH3:42])[CH3:40])=[O:37])[CH2:32][CH2:31]2)[CH3:6])[C:15]2[C:11](=[CH:12][N:13]([CH2:16][O:17][CH2:18][CH2:19][Si:20]([CH3:22])([CH3:21])[CH3:23])[N:14]=2)[CH:10]=1 |f:2.3|. Reported procedure: (±)-1-(5-Chloro-2-((2-(trimethylsilyl)ethoxy)methyl)-2H-indazol-7-yl)ethyl 2,2,2-trichloroacetimidate (600 mg, 1.27 mmol) and tert-butyl 4-(hydroxymethyl)-4-phenylpiperidine-1-carboxylate (0.41 g, 1.40 mmol) were combined in a dichloromethane/cyclohexane mixture (1:1, 8 mL) and cooled to 0° C. The reaction was treated with tetrafluoroboric acid-diethyl ether complex (40 μL, 0.26 mmol), stirred at 0° C. for 1 h, quenched by addition of saturated sodium bicarbonate, and diluted with diethyl ether.... As a reaction SMILES: [F:1][C:2]1[CH:7]=[CH:6][C:5]([NH2:8])=[CH:4][C:3]=1[N+:9]([O-:11])=[O:10].[CH3:12][O:13][C:14]1[CH:22]=[CH:21][C:17]([C:18](Cl)=[O:19])=[CH:16][CH:15]=1.S1C=CC=C1C(Cl)=O>>[F:1][C:2]1[CH:7]=[CH:6][C:5]([NH:8][C:18](=[O:19])[C:17]2[CH:21]=[CH:22][C:14]([O:13][CH3:12])=[CH:15][CH:16]=2)=[CH:4][C:3]=1[N+:9]([O-:11])=[O:10]. The reactants are FC1=C(C=C(C=C1)N)[N+](=O)[O-] (4-Fluoro-3-nitro-phenylamine), COC1=CC=C(C(=O)Cl)C=C1 (4-methoxybenzoyl chloride), S1C(=CC=C1)C(=O)Cl (thiophene-2-carbonyl chloride). Product: FC1=C(C=C(C=C1)NC(C1=CC=C(C=C1)OC)=O)[N+](=O)[O-] (N-(4-Fluoro-3-nitro-phenyl)-4-methoxy-benzamide). Procedure: 4-Fluoro-3-nitro-phenylamine was reacted with 4-methoxybenzoyl chloride according to the procedure of Example 256a substituting 4-methoxybenzoyl chloride for thiophene-2-carbonyl chloride to provide N-(4-Fluoro-3-nitro-phenyl)-4-methoxy-benzamide which was then reacted according to the procedures of Examples 256b and 256c to provide the title product. Reactants: Intermediate 20, BrC=1C=C(C=CC1C)S(=O)(=O)NCCC (3-bromo-4-methyl-N-propyl-benzenesulfonamide), BrC=1C=C(C=CC1C)S(=O)(=O)NCCC (3-bromo-4-methyl-N-propyl-benzenesulfonamide), C(C)(C)(C)OC(COC1=C(C=C(C=C1)Cl)C#C)=O (tert-butyl(4-chloro-2-ethynylphenoxy)acetate), C(C)(C)(C)OC(COC1=C(C=C(C=C1)Cl)C#C)=O (tert-butyl(4-chloro-2-ethynylphenoxy)acetate). The product is C(C)(C)(C)OC(COC1=C(C=C(C=C1)Cl)C#CC1=C(C=CC(=C1)S(=O)(=O)NCCC)C)=O (tert-butyl[4-chloro-2-({2-methyl-5-[(propylamino)sulfonyl]phenyl}ethynyl)phenoxy]acetate). As a reaction SMILES: [C:1]([O:5][C:6](=[O:18])[CH2:7][O:8][C:9]1[CH:14]=[CH:13][C:12]([Cl:15])=[CH:11][C:10]=1[C:16]#[CH:17])([CH3:4])([CH3:3])[CH3:2].Br[C:20]1[CH:21]=[C:22]([S:27]([NH:30][CH2:31][CH2:32][CH3:33])(=[O:29])=[O:28])[CH:23]=[CH:24][C:25]=1[CH3:26]>>[C:1]([O:5][C:6](=[O:18])[CH2:7][O:8][C:9]1[CH:14]=[CH:13][C:12]([Cl:15])=[CH:11][C:10]=1[C:16]#[C:17][C:20]1[CH:21]=[C:22]([S:27]([NH:30][CH2:31][CH2:32][CH3:33])(=[O:28])=[O:29])[CH:23]=[CH:24][C:25]=1[CH3:26])([CH3:4])([CH3:3])[CH3:2]. Reported procedure: Following the general method as outlined in Intermediate 20, starting from (4-chloro-2-ethynyl-phenoxy)-acetic acid tert-butyl ester (Intermediate 3) and 3-bromo-4-methyl-N-propyl-benzenesulfonamide (Intermediate 150), the title compound was obtained as a yellow sticky solid after purification by flash column chromatography (silica), eluting with cyclohexane containing increasing amounts of EtOAc. Reactants: N1C(=CC2=CC=CC=C12)C(=O)O (Indole-2-carboxylic acid), N[C@@H](C(C)C)C(=O)N[C@@H](CC1=CC=CC=C1)[C@@H]([C@H]([C@H](CC1=CC=CC=C1)NC([C@@H](N)C(C)C)=O)O)O ((2S,3S,4S,5S)-2,5-Di-(N-(valinyl)amino)-3,4-dihydroxy-1,6-diphenylhexane), N=C=N (carbodiimide). The product is N1C(=CC2=CC=CC=C12)C(=O)N[C@@H](C(C)C)C(=O)N[C@@H](CC1=CC=CC=C1)[C@@H]([C@H]([C@H](CC1=CC=CC=C1)NC([C@@H](NC(=O)C=1NC2=CC=CC=C2C1)C(C)C)=O)O)O ((2S,3S,4S,5S)-2,5-Di-(N-(indole-2-carbonyl)-valinyl-amino)-3,4-dihydroxy-1,6-diphenylhexane). Reaction SMILES: [NH:1]1[C:9]2[C:4](=[CH:5][CH:6]=[CH:7][CH:8]=2)[CH:3]=[C:2]1[C:10]([OH:12])=O.[NH2:13][C@H:14]([C:18]([NH:20][C@H:21]([C@H:29]([OH:48])[C@@H:30]([OH:47])[C@@H:31]([NH:39][C:40](=[O:46])[C@H:41]([CH:43]([CH3:45])[CH3:44])[NH2:42])[CH2:32][C:33]1[CH:38]=[CH:37][CH:36]=[CH:35][CH:34]=1)[CH2:22][C:23]1[CH:28]=[CH:27][CH:26]=[CH:25][CH:24]=1)=[O:19])[CH:15]([CH3:17])[CH3:16].N=[C:50]=[NH:51]>>[NH:51]1[C:50]2[C:4](=[CH:5][CH:6]=[CH:7][CH:8]=2)[CH:3]=[C:2]1[C:10]([NH:13][C@H:14]([C:18]([NH:20][C@H:21]([C@H:29]([OH:48])[C@@H:30]([OH:47])[C@@H:31]([NH:39][C:40](=[O:46])[C@H:41]([CH:43]([CH3:44])[CH3:45])[NH:42][C:10]([C:2]1[NH:1][C:9]2[C:4]([CH:3]=1)=[CH:5][CH:6]=[CH:7][CH:8]=2)=[O:12])[CH2:32][C:33]1[CH:34]=[CH:35][CH:36]=[CH:37][CH:38]=1)[CH2:22][C:23]1[CH:28]=[CH:27][CH:26]=[CH:25][CH:24]=1)=[O:19])[CH:15]([CH3:17])[CH3:16])=[O:12]. Procedure: Indole-2-carboxylic acid was coupled to the resultant compound of Example 317 using the carbodiimide coupling procedure of Example 55 to provide the desired compound. The reactants are COC(C=CC1=CC(=CC=2N=CN(C21)C2=CC=CC=C2)C(F)(F)F)=O (3-(3-phenyl-6-trifluoromethyl-3H-benzimidazol-4-yl)acrylic acid methyl ester), CN1CCN(CC1)C(C=CC1=CC(=CC=2N=CN(C21)C2=CC=CC=C2)C(F)(F)F)=O (1-(4-methylpiperazin-1-yl)-3-(3-phenyl-6-trifluoromethyl-3H-benzimidazol-4-yl)prop-2-en-1-one). Product: C(#N)CCNC(C=CC1=CC(=CC=2N=CN(C21)C2=CC=CC=C2)C(F)(F)F)=O (N-(2-Cyanoethyl)-3-(3-phenyl-6-trifluoromethyl-3H-benzimidazol-4-yl)acrylamide). RXN SMILES: COC(=O)C=CC1C2N(C3C=CC=CC=3)C=[N:11][C:10]=2C=C(C(F)(F)F)C=1.CN1CC[N:30]([C:33](=[O:55])[CH:34]=[CH:35][C:36]2[C:44]3[N:43]([C:45]4[CH:50]=[CH:49][CH:48]=[CH:47][CH:46]=4)[CH:42]=[N:41][C:40]=3[CH:39]=[C:38]([C:51]([F:54])([F:53])[F:52])[CH:37]=2)[CH2:29][CH2:28]1>>[C:10]([CH2:28][CH2:29][NH:30][C:33](=[O:55])[CH:34]=[CH:35][C:36]1[C:44]2[N:43]([C:45]3[CH:46]=[CH:47][CH:48]=[CH:49][CH:50]=3)[CH:42]=[N:41][C:40]=2[CH:39]=[C:38]([C:51]([F:53])([F:54])[F:52])[CH:37]=1)#[N:11]. Procedure: This was prepared from 3-(3-phenyl-6-trifluoromethyl-3H-benzimidazol-4-yl)acrylic acid methyl ester in a similar manner to 1-(4-methylpiperazin-1-yl)-3-(3-phenyl-6-trifluoromethyl-3H-benzimidazol-4-yl)prop-2-en-1-one. The oily residue was purified by preparative LCMS to afford, after removal of the solvent, the title compound as a white solid (13 mg, 5%), m/z 385.0 (M+H)+. Starting materials: O=Cc1[nH]ncc1Br, O=C([O-])[O-], CC(C)(C)OC(=O)N1CCC(OS(C)(=O)=O)CC1, CC#N, [K+], [K+], CC(C)(C)OC(=O)N1CCC(n2cc(-c3cnc(N)c(-c4nc5ccccc5o4)c3)c(C=O)n2)CC1. The product is CC(C)(C)OC(=O)N1CCC(n2cc(Br)c(C=O)n2)CC1. Reaction SMILES: [Br:37][c:38]1[cH:39][n:40][nH:41][c:42]1[CH:43]=[O:44].[C:45](=[O:46])([O-:47])[O-:48].[CH3:51][S:52]([O:53][CH:54]1[CH2:55][CH2:56][N:57]([C:58]([O:59][C:60]([CH3:61])([CH3:62])[CH3:63])=[O:64])[CH2:65][CH2:66]1)(=[O:67])=[O:68].[CH3:69][C:70]#[N:71].[K+:49].[K+:50].[NH2:1][c:2]1[n:3][cH:4][c:5](-[c:8]2[c:9]([CH:26]=[O:27])[n:10][n:11]([CH:13]3[CH2:14][CH2:15][N:16]([C:19](=[O:20])[O:21][C:22]([CH3:23])([CH3:24])[CH3:25])[CH2:17][CH2:18]3)[cH:12]2)[cH:6][c:7]1-[c:28]1[o:29][c:30]2[cH:31][cH:32][cH:33][cH:34][c:35]2[n:36]1>>[c:8]1([Br:37])[c:9]([CH:26]=[O:27])[n:10][n:11]([CH:13]2[CH2:14][CH2:15][N:16]([C:19](=[O:20])[O:21][C:22]([CH3:23])([CH3:24])[CH3:25])[CH2:17][CH2:18]2)[cH:12]1.